This data is from the Open Reaction Database (ORD), a public repository of structured organic reaction records. The task is: describe an organic reaction: reactants, conditions, products, and yield The reactants are OC1=CC=CC=2SC=C(C21)CCC2=CC=CC=C2 (4-hydroxy-3-(2-phenylethyl)benzo-[b]thiophene), C(C)(=O)O[C@H]1[C@@H](OC(C(Cl)(Cl)Cl)=N)O[C@@H]([C@H]([C@@H]1OC(C)=O)OC(C)=O)COC(C)=O (2,3,4,6-tetra-O-acetyl-1-O-trichloroacetoimidoyl-α-D-glucopyranose). Run in ClCCl (dichloromethane). Run at time 30 minute. Yields the product C(C)(=O)O[C@H]1[C@@H](O[C@@H]([C@H]([C@@H]1OC(C)=O)OC(C)=O)COC(C)=O)OC1=CC=CC=2SC=C(C21)CCC2=CC=CC=C2 (4-(2,3,4,6-Tetra-O-acetyl-β-D-glucopyranosyloxy)-3-(2-phenylethyl)benzo[b]thiophene). The yield is 40.8%. RXN SMILES: [OH:1][C:2]1[C:10]2[C:9]([CH2:11][CH2:12][C:13]3[CH:18]=[CH:17][CH:16]=[CH:15][CH:14]=3)=[CH:8][S:7][C:6]=2[CH:5]=[CH:4][CH:3]=1.[C:19]([O:22][C@@H:23]1[C@@H:35]([O:36][C:37](=[O:39])[CH3:38])[C@H:34]([O:40][C:41](=[O:43])[CH3:42])[C@@H:33]([CH2:44][O:45][C:46](=[O:48])[CH3:47])[O:32][C@@H:24]1OC(=N)C(Cl)(Cl)Cl)(=[O:21])[CH3:20]>ClCCl>[C:19]([O:22][C@@H:23]1[C@@H:35]([O:36][C:37](=[O:39])[CH3:38])[C@H:34]([O:40][C:41](=[O:43])[CH3:42])[C@@H:33]([CH2:44][O:45][C:46](=[O:48])[CH3:47])[O:32][C@H:24]1[O:1][C:2]1[C:10]2[C:9]([CH2:11][CH2:12][C:13]3[CH:14]=[CH:15][CH:16]=[CH:17][CH:18]=3)=[CH:8][S:7][C:6]=2[CH:5]=[CH:4][CH:3]=1)(=[O:21])[CH3:20]. Procedure: To a solution of 4-hydroxy-3-(2-phenylethyl)benzo-[b]thiophene (80 mg), 2,3,4,6-tetra-O-acetyl-1-O-trichloroacetoimidoyl-α-D-glucopyranose (0.17 g) in dichloromethane (3 mL) was added boron trifluoride-diethyl ether complex (0.044 mL), and the mixture was stirred at room temperature for 30 minutes. The reaction mixture was purified by column chromatography on silica gel (eluent: n-hexane/ethyl acetate=2/1-3/2) to give the title compound (75 mg).